From a dataset of the Open Reaction Database (ORD), a public repository of structured organic reaction records. describe an organic reaction: reactants, conditions, products, and yield Starting materials: C=1(C(=CC=CC1)C(=O)N(C1=CC=C(C=N1)C(=O)OC)C(=O)C=1C(=CC=CC1)C1=CC=CC=C1)C1=CC=CC=C1 (methyl 6-[[bis (2-biphenylcarbonyl)]amino]pyridine-3-carboxylate), C(C)(=O)O (acetic acid), [OH-].[Na+] (NaOH). The solvent is CO (methanol), O1CCCC1 (tetrahydrofuran). Reaction conditions: time 8 hour. Yields the product C=1(C(=CC=CC1)C(=O)NC1=CC=C(C=N1)C(=O)O)C1=CC=CC=C1 (6-[(2-Biphenylcarbonyl)amino]pyridine-3-carboxylic acid). The yield is 89.9%. As a reaction SMILES: [C:1]1([C:34]2[CH:39]=[CH:38][CH:37]=[CH:36][CH:35]=2)[C:2]([C:7]([N:9](C(C2C(C3C=CC=CC=3)=CC=CC=2)=O)[C:10]2[N:15]=[CH:14][C:13]([C:16]([O:18]C)=[O:17])=[CH:12][CH:11]=2)=[O:8])=[CH:3][CH:4]=[CH:5][CH:6]=1.[OH-].[Na+].C(O)(=O)C>CO.O1CCCC1>[C:1]1([C:34]2[CH:39]=[CH:38][CH:37]=[CH:36][CH:35]=2)[C:2]([C:7]([NH:9][C:10]2[N:15]=[CH:14][C:13]([C:16]([OH:18])=[O:17])=[CH:12][CH:11]=2)=[O:8])=[CH:3][CH:4]=[CH:5][CH:6]=1 |f:1.2|. Procedure details: To a chilled (0° C.) mixture of 6.0 g of methyl 6-[[bis (2-biphenylcarbonyl)]amino]pyridine-3-carboxylate in 40 ml of methanol and 30 ml of tetrahydrofuran is added slowly 18 ml of 2N NaOH. The mixture is stirred at room temperature overnight and brought to pH 5 with glacial acetic acid. The mixture is concentrated, acidified to pH 2-3 with 1N HCl and extracted with 250 ml of ethyl acetate. The extract is washed with 50 ml of brine, dried (Na2SO4) and the solvent removed under vacuum. The residu... Reactants: Cl, CN1CCN(c2ccc([N+](=O)[O-])cc2)S1(=O)=O, CN1CCN(c2ccc(N)cc2)S1(=O)=O. Yields the product Cl, CN1CCN(c2ccc(NN)cc2)S1(=O)=O. As a reaction SMILES: [ClH:1].[O:17]=[S:18]1(=[O:20])[N:19]([c:25]2[cH:26][cH:27][c:28]([N+:29]([O-:30])=[O:31])[cH:32][cH:33]2)[CH2:24][CH2:23][N:21]1[CH3:22].[O:2]=[S:3]1(=[O:16])[N:4]([c:9]2[cH:10][cH:11][c:12]([NH2:13])[cH:14][cH:15]2)[CH2:5][CH2:6][N:7]1[CH3:8]>>[ClH:1].[O:2]=[S:3]1(=[O:16])[N:4]([c:9]2[cH:10][cH:11][c:12]([NH:13][NH2:19])[cH:14][cH:15]2)[CH2:5][CH2:6][N:7]1[CH3:8]. Starting materials: BrC=1C=C2C(=CC1)OC=1C=NC(=CC1[C@]21COCC(=N1)N)Cl ((S)-7-bromo-3-chloro-2′,6′-dihydrospiro[chromeno[2,3-c]pyridine-5,3′-[1,4]oxazin]-5′-amine), C(C(C)(C)C)O (neopentyl alcohol), FC=1C=C(C=NC1)B(O)O (5-fluoropyridin-3-ylboronic acid). Yields the product FC=1C=C(C=NC1)C=1C=C2C(=CC1)OC=1C=NC(=CC1[C@]21COCC(=N1)N)OCC(C)(C)C ((S)-7-(5-fluoropyridin-3-yl)-3-(neopentyloxy)-2′,6′-dihydrospiro[chromeno[2,3-c]pyridine-5,3′-[1,4]oxazin]-5′-amine). RXN SMILES: Br[C:2]1[CH:3]=[C:4]2[C@:15]3([N:20]=[C:19]([NH2:21])[CH2:18][O:17][CH2:16]3)[C:14]3[CH:13]=[C:12](Cl)[N:11]=[CH:10][C:9]=3[O:8][C:5]2=[CH:6][CH:7]=1.[CH2:23]([OH:28])[C:24]([CH3:27])([CH3:26])[CH3:25].[F:29][C:30]1[CH:31]=[C:32](B(O)O)[CH:33]=[N:34][CH:35]=1>>[F:29][C:30]1[CH:31]=[C:32]([C:2]2[CH:3]=[C:4]3[C@:15]4([N:20]=[C:19]([NH2:21])[CH2:18][O:17][CH2:16]4)[C:14]4[CH:13]=[C:12]([O:28][CH2:23][C:24]([CH3:27])([CH3:26])[CH3:25])[N:11]=[CH:10][C:9]=4[O:8][C:5]3=[CH:6][CH:7]=2)[CH:33]=[N:34][CH:35]=1. Procedure details: The title compound was synthesized by steps analogous to those described in Method A4, but using Intermediate 10B, neopentyl alcohol, and 5-fluoropyridin-3-ylboronic acid. The reactants are ClCl (chlorine), C(C)(=O)OC=C (vinyl acetate), CC(=O)C.C(C)O (ethanol acetone), ice water. The product is C(C)OC(CCl)OCC (chloro-acetaldehyde diethyl-acetal). RXN SMILES: [C:1]([O:4][CH:5]=[CH2:6])(=[O:3])[CH3:2].[Cl:7]Cl.C[C:10]([CH3:12])=O.C(O)C>>[CH2:5]([O:4][CH:1]([O:3][CH2:10][CH3:12])[CH2:2][Cl:7])[CH3:6] |f:2.3|. Procedure: To a mixture of 5 g of vinyl acetate and 27 ml of ethanol acetone cooled on dry ice 5 g of dry chlorine gas are added, then it is left standing for a night at room temperature. The reaction is poured onto 50 g of ice-water. The product is extracted with 30 ml of chloroform, the extract is washed with a sodium hydrogen carbonate solution and water, then dried on magnesium sulfate and distilled. Starting materials: C(C)OC1=C(C(=C(C=C1)B(O)O)F)F (4-ethoxy-2,3-difluorophenylboronic acid), BrC1=C(C(=C(C=C1)O)F)F (4-bromo-2,3-difluorophenol), C([O-])([O-])=O.[Na+].[Na+] (sodium carbonate), Cl (hydrochloric acid). Reagents/catalysts: [Pd] (palladium on carbon). Solvent: CC(C)O (2-propanol), C1(=CC=CC=C1)C (toluene). The product is C(C)OC1=C(C(=C(C=C1)C1=C(C(=C(C=C1)O)F)F)F)F (4′-ethoxy-2,3,2′,3′-tetrafluorobiphenyl-4-ol). Isolated yield 56.0%. As a reaction SMILES: [CH2:1]([O:3][C:4]1[CH:9]=[CH:8][C:7](B(O)O)=[C:6]([F:13])[C:5]=1[F:14])[CH3:2].Br[C:16]1[CH:21]=[CH:20][C:19]([OH:22])=[C:18]([F:23])[C:17]=1[F:24].C(=O)([O-])[O-].[Na+].[Na+].Cl>[Pd].CC(O)C.C1(C)C=CC=CC=1>[CH2:1]([O:3][C:4]1[CH:9]=[CH:8][C:7]([C:16]2[CH:21]=[CH:20][C:19]([OH:22])=[C:18]([F:23])[C:17]=2[F:24])=[C:6]([F:13])[C:5]=1[F:14])[CH3:2] |f:2.3.4|. Procedure: In a reactor under nitrogen atmosphere, 20.0 g of compound (a2), 17.2 g of 4-bromo-2,3-difluorophenol (a3), 30.6 g of sodium carbonate, 0.54 g of palladium on carbon catalyst (Pd/C) were dissolved in 120 mL of 2-propanol (IPA), followed by stirring by refluxing for 10 hours. The reaction mixture was cooled to room temperature, and injected into a mixture of 500 ml of 1N hydrochloric acid and 300 ml of toluene which were cooled into 0° C. The mixture was allowed to separate into organic layer and...